From a dataset of the Open Reaction Database (ORD), a public repository of structured organic reaction records. describe an organic reaction: reactants, conditions, products, and yield Reactants: N(=O)[O-].[Na+] (sodium nitrite), C(C)OC(=O)C=1N=C(SC1)N (2-amino-thiazole-4-carboxylic acid ethyl ester), CuSO4 pentahydrate, [Na+].[Br-] (NaBr), OS(=O)(=O)O (H2SO4), [OH-].[Na+] (NaOH). Run in O (water), O (water). Reaction conditions: temperature 0 celsius, time 1 hour. The product is C(C)OC(=O)C=1N=C(SC1)Br (2-bromo-thiazole-4-carboxylic acid ethyl ester). Isolated yield 37.5%. As a reaction SMILES: N([O-])=O.[Na+].[CH2:5]([O:7][C:8]([C:10]1[N:11]=[C:12](N)[S:13][CH:14]=1)=[O:9])[CH3:6].[Na+].[Br-:17].OS(O)(=O)=O.[OH-].[Na+]>O>[CH2:5]([O:7][C:8]([C:10]1[N:11]=[C:12]([Br:17])[S:13][CH:14]=1)=[O:9])[CH3:6] |f:0.1,3.4,6.7|. Procedure details: A cold solution of sodium nitrite (228 mg, 3.31 mmol) in water (2.0 mL) was added dropwise to a mixture of 2-amino-thiazole-4-carboxylic acid ethyl ester (J. Am. Chem. Soc., 1946, 68, 266) (500 mg, 2.90 mmol), CuSO4 pentahydrate (2.100 g, 8.41 mmol), NaBr (1.134 g, 11.02 mmol), H2SO4 (3.0 mL) and water (3.0 mL) at −5° C. to 0° C. The reaction mixture was stirred at 0° C. for 20 minutes and at room temperature for 1 h. The reaction mixture was adjusted to pH 9 with 1N NaOH (105 mL) and the aqueou... Starting materials: OC1=C(C=CC(=C1CCC)OCCCCC1=NN=NN1)C(C)=O (1-[2-Hydroxy-3-propyl-4-[4-(1H-tetrazol-5-yl)butoxy]phenyl]ethanone), Br.BrCCC=1C=NC=CC1 (3-(2-bromoethyl)pyridine hydrobromide). Yields the product OC1=C(C=CC(=C1CCC)OCCCCC1=NN=NN1CCC=1C=NC=CC1)C(C)=O (1-[2-hydroxy-3-propyl-4-[4-[1-[2-(3-pyridinyl)ethyl]-1H-tetrazol-5-yl]butoxy]phenyl]ethanone). Reaction SMILES: [OH:1][C:2]1[C:7]([CH2:8][CH2:9][CH3:10])=[C:6]([O:11][CH2:12][CH2:13][CH2:14][CH2:15][C:16]2[NH:20][N:19]=[N:18][N:17]=2)[CH:5]=[CH:4][C:3]=1[C:21](=[O:23])[CH3:22].Br.Br[CH2:26][CH2:27][C:28]1[CH:29]=[N:30][CH:31]=[CH:32][CH:33]=1>>[OH:1][C:2]1[C:7]([CH2:8][CH2:9][CH3:10])=[C:6]([O:11][CH2:12][CH2:13][CH2:14][CH2:15][C:16]2[N:20]([CH2:26][CH2:27][C:28]3[CH:29]=[N:30][CH:31]=[CH:32][CH:33]=3)[N:19]=[N:18][N:17]=2)[CH:5]=[CH:4][C:3]=1[C:21](=[O:23])[CH3:22] |f:1.2|. Procedure: 1-[2-Hydroxy-3-propyl-4-[4-(1H-tetrazol-5-yl)butoxy]phenyl]ethanone was allowed to react with (3-(2-bromoethyl)pyridine hydrobromide according to procedure A and the product was purified by high pressure liquid chromatography to give 1-[2-hydroxy-3-propyl-4-[4-[1-[2-(3-pyridinyl)ethyl]-1H-tetrazol-5-yl]butoxy]phenyl]ethanone, which is the N-1 isomer, and 1-[2-hydroxy-3-propyl-4-[4-[2-[2-(3-pyridinyl)ethyl]-2H-tetrazol-5-yl]butoxy]phenyl]ethanone, which is the N-2 isomer. The reactants are FC1=CC=2C(=NC=3N(C=C(C(C3C2)=O)C(=O)O)C)C(=C1F)F (7,8,9-trifluoro-1-methyl-4-oxo-1,4-dihydro-benzo[b][1,8]naphthyridine-3-carboxylic acid), CN1CCNCC1 (1-methylpiperazine), O (water), C(C)(=O)O (acetic acid). Run in CS(=O)C (dimethyl sulphoxide). Run at temperature 80 celsius. Product: N1=CC(=CC2=CC=CN=C12)C(=O)O (naphthyridine-3-carboxylic acid), solid. As a reaction SMILES: FC1C(F)=C(F)[C:5]2=[N:6][C:7]3[N:8](C)[CH:9]=[C:10]([C:15]([OH:17])=[O:16])[C:11](=O)[C:12]=3[CH:13]=[C:4]2C=1.CN1CCNCC1.O.C(O)(=O)C>CS(C)=O>[N:8]1[C:7]2[C:12](=[CH:13][CH:4]=[CH:5][N:6]=2)[CH:11]=[C:10]([C:15]([OH:17])=[O:16])[CH:9]=1. Procedure: A suspension of 4 g of 7,8,9-trifluoro-1-methyl-4-oxo-1,4-dihydro-benzo[b][1,8]naphthyridine-3-carboxylic acid in 60 cm3 of dimethyl sulphoxide and 3 g of 1-methylpiperazine is heated at 80° C. for 1 hour and a half. After cooling to about 20° C., 150 cm3 of water are added. 18 cm3 of 10% acetic acid are added to the solution obtained. The precipitate formed is drained, washed with 3 times 50 cm3 of water and recrystallized from 50 cm3 of dimethylformamide. 4 g of 7,9-difluoro-1-methyl-8-(4-meth... Reactants: C1(=CC=CC=C1)CC(=O)N[C@H]1[C@@H]2N(C(=C(CS2)SC2=CC=C(C=C2)Br)C(=O)[O-])C1=O ((7R)-7-[(phenylacetyl)amino]-3-(4-bromophenylthio)-3-cephem-4-carboxylate), benzhydryl ester, FC(C(=O)O)(F)F (trifluoroacetic acid). The solvent is C1(=CC=CC=C1)O (phenol). Conditions: time 1.5 hour. Product: C1(=CC=CC=C1)CC(=O)N[C@H]1[C@@H]2N(C(=C(CS2)SC2=CC=C(C=C2)Br)C(=O)O)C1=O ((7R)-7-[(phenylacetyl)amino]-3-(4-bromophenylthio)-3-cephem-4-carboxylic acid). The yield is 79.0%. RXN SMILES: [C:1]1([CH2:7][C:8]([NH:10][C@@H:11]2[C:29](=[O:30])[N:13]3[C:14]([C:26]([O-:28])=[O:27])=[C:15]([S:18][C:19]4[CH:24]=[CH:23][C:22]([Br:25])=[CH:21][CH:20]=4)[CH2:16][S:17][C@H:12]23)=[O:9])[CH:6]=[CH:5][CH:4]=[CH:3][CH:2]=1.FC(F)(F)C(O)=O>C1(O)C=CC=CC=1>[C:1]1([CH2:7][C:8]([NH:10][C@@H:11]2[C:29](=[O:30])[N:13]3[C:14]([C:26]([OH:28])=[O:27])=[C:15]([S:18][C:19]4[CH:24]=[CH:23][C:22]([Br:25])=[CH:21][CH:20]=4)[CH2:16][S:17][C@H:12]23)=[O:9])[CH:6]=[CH:5][CH:4]=[CH:3][CH:2]=1. Reported procedure: To a solution of (7R)-7-[(phenylacetyl)amino]-3-(4-bromophenylthio)-3-cephem-4-carboxylate, benzhydryl ester (80 mg, 0.12 mmol) in phenol (230 mg) at 45° was added trifluoroacetic acid (9 μL). After 1.5 h, the volatiles are removed with a rotary evaporator, and the residue was triturated with isopropanol/hexane. The resulting white solid was washed with ether and dried in vacuo, affording 48 mg (79%) of the title compound. 1H NMR (acetone-d6) δ3.67 (d, 1H, J=16), 3.75 (d, 1H, J=16), 3.64 (d, 1H,... Reactants: CCOC(C)=O, CCO, [Cl-], O=C(Nc1cc(Oc2ccc([N+](=O)[O-])cc2F)ncn1)N1CCOCC1, [Fe], [NH4+], C1CCOC1. Yields the product Nc1ccc(Oc2cc(NC(=O)N3CCOCC3)ncn2)c(F)c1. As a reaction SMILES: [C:34]([O:35][CH2:36][CH3:37])(=[O:38])[CH3:39].[CH3:40][CH2:41][OH:42].[Cl-:27].[F:1][c:2]1[c:3]([O:4][c:5]2[cH:6][c:7]([NH:11][C:12](=[O:13])[N:14]3[CH2:15][CH2:16][O:17][CH2:18][CH2:19]3)[n:8][cH:9][n:10]2)[cH:20][cH:21][c:22]([N+:24]([O-:25])=[O:26])[cH:23]1.[Fe:43].[NH4+:28].[O:29]1[CH2:30][CH2:31][CH2:32][CH2:33]1>>[F:1][c:2]1[c:3]([O:4][c:5]2[cH:6][c:7]([NH:11][C:12](=[O:13])[N:14]3[CH2:15][CH2:16][O:17][CH2:18][CH2:19]3)[n:8][cH:9][n:10]2)[cH:20][cH:21][c:22]([NH2:24])[cH:23]1. The reactants are CI (Methyl iodide), C(#N)C1=C(COC=2C=3N(C=CC2)C(=C(N3)C)CN(C)C)C=CC=C1 (8-(2-cyanobenzyloxy)-3-dimethylaminomethyl-2-methylimidazo[1,2-a]pyridine), CC(=O)C (acetone). Run in ClC(Cl)Cl (trichloromethane). Conditions: time 24 hour. Product: [I-].C(#N)C1=C(COC=2C=3N(C=CC2)C(=C(N3)C)C[N+](C)(C)C)C=CC=C1 (8-(2-cyanobenzyloxy)-2-methyl-3-trimethylammoniomethylimidazo[1,2-a]pyridine iodide). Reaction SMILES: C[I:2].[C:3]([C:5]1[CH:26]=[CH:25][CH:24]=[CH:23][C:6]=1[CH2:7][O:8][C:9]1[C:10]2[N:11]([C:15]([CH2:19][N:20]([CH3:22])[CH3:21])=[C:16]([CH3:18])[N:17]=2)[CH:12]=[CH:13][CH:14]=1)#[N:4].[CH3:27]C(C)=O>ClC(Cl)Cl>[I-:2].[C:3]([C:5]1[CH:26]=[CH:25][CH:24]=[CH:23][C:6]=1[CH2:7][O:8][C:9]1[C:10]2[N:11]([C:15]([CH2:19][N+:20]([CH3:27])([CH3:22])[CH3:21])=[C:16]([CH3:18])[N:17]=2)[CH:12]=[CH:13][CH:14]=1)#[N:4] |f:4.5|. Reported procedure: Methyl iodide (1.33 g) was added dropwise to a solution of 8-(2-cyanobenzyloxy)-3-dimethylaminomethyl-2-methylimidazo[1,2-a]pyridine (3 g) in the mixture of acetone (30 ml) and trichloromethane (30 ml) at room temperature and the mixture was stirred for 24 hours. The resulting precipitate was collected by filtration, washed with acetone, and dried in a desiccator to give 8-(2-cyanobenzyloxy)-2-methyl-3-trimethylammoniomethylimidazo[1,2-a]pyridine iodide. Reagents/catalysts: CN(C)C=1C=CN=CC1 (DMAP). The product is ClC1=NC(=NC(=C1C1=CC=C(C=C1)S(=O)(=O)NC(C)=O)C1=CC=C(C=C1)S(=O)(=O)C)C(F)(F)F (N-[(4-{4-chloro-6-[4-(methylsulfonyl)phenyl]-2-(trifluoromethyl)pyrimidin-5-yl}phenyl)sulfonyl]acetamide). As a reaction SMILES: [Cl:1][C:2]1[C:7]([C:8]2[CH:13]=[CH:12][C:11]([S:14]([NH2:17])(=[O:16])=[O:15])=[CH:10][CH:9]=2)=[C:6]([C:18]2[CH:23]=[CH:22][C:21]([S:24]([CH3:27])(=[O:26])=[O:25])=[CH:20][CH:19]=2)[N:5]=[C:4]([C:28]([F:31])([F:30])[F:29])[N:3]=1.[C:32](Cl)(=[O:34])[CH3:33]>CN(C1C=CN=CC=1)C>[Cl:1][C:2]1[C:7]([C:8]2[CH:13]=[CH:12][C:11]([S:14]([NH:17][C:32](=[O:34])[CH3:33])(=[O:16])=[O:15])=[CH:10][CH:9]=2)=[C:6]([C:18]2[CH:19]=[CH:20][C:21]([S:24]([CH3:27])(=[O:26])=[O:25])=[CH:22][CH:23]=2)[N:5]=[C:4]([C:28]([F:31])([F:29])[F:30])[N:3]=1. Reactants: ClC1=NC(=NC(=C1C1=CC=C(C=C1)S(=O)(=O)N)C1=CC=C(C=C1)S(=O)(=O)C)C(F)(F)F (4-{4-chloro-6-[4-(methylsulfonyl)phenyl]-2-(trifluoromethyl)pyrimidin-5-yl}benzenesulfonamide), C(C)(=O)Cl (acetyl chloride), ice. Conditions: temperature 30 celsius. Procedure: A solution of 4-{4-chloro-6-[4-(methylsulfonyl)phenyl]-2-(trifluoromethyl)pyrimidin-5-yl}benzenesulfonamide (0.5 g, 1.01 mmol, prepared according to the procedure described in PCT/IB03/02879), DMAP (0.01 g) and acetyl chloride (0.5 g, 6.36 mmol) were stirred at 30° C. TLC confirmed the completion of the reaction after 4 hours of stirring under the same conditions. Subsequently the resulting mass was poured onto the ice, and the procedure described for example 14 was followed to afford the title ... Starting materials: COC1CCC(CC1)C(=O)OCC (ethyl 4-methoxycyclohexane-1-carboxylate), CC(C)C[AlH]CC(C)C (DIBAL-H). Run in ClCCl (dichloromethane). Reaction conditions: temperature -78 celsius, time 3 hour. Yields the product COC1CCC(CC1)C=O (4-Methoxycyclohexanecarbaldehyde). As a reaction SMILES: [CH3:1][O:2][CH:3]1[CH2:8][CH2:7][CH:6]([C:9](OCC)=[O:10])[CH2:5][CH2:4]1.CC(C[AlH]CC(C)C)C>ClCCl>[CH3:1][O:2][CH:3]1[CH2:8][CH2:7][CH:6]([CH:9]=[O:10])[CH2:5][CH2:4]1. Reported procedure: Into a 100-mL 3-neck round-bottom flask purged and maintained with an inert atmosphere of nitrogen, was placed a solution of ethyl 4-methoxycyclohexane-1-carboxylate (1.3 g, 6.98 mmol) in dichloromethane (30 mL). This was followed by the addition of DIBAL-H (1 M in hexanes) (9 mL, 9 mmol) dropwise at −78° C. The reaction mixture was stirred for 3 h at −78° C., then quenched with 10 mL of NH4Cl (sat.). The aqueous phase was extracted with 3×50 mL of ethyl acetate. The combined organic layers were... The reactants are C(=O)=O.O (CO2 water), C(=O)=O (CO2), PLURONIC F108, C(=O)=O (CO2), C(=O)=O (CO2), C1=C2C(=C3C=C(C(=O)C(=C3OC2=C(C(=C1I)[O-])I)I)I)C4=C(C(=C(C(=C4Cl)Cl)Cl)Cl)C(=O)[O-].[Na+].[Na+] (Acid Red 94), polyethylene oxide polypropylene oxide, C(=O)=O (CO2). The solvent is O (water), O (water). Run at time 48 hour. The product is C=CC1=CC=CC=C1.C(C=C)(=O)OCCCC (styrene butyl acrylate). Reaction SMILES: C(=O)=[O:2].O.[CH:5]1[C:19](I)=[C:18]([O-])[C:17](I)=[C:16]2[C:6]=1[C:7](C1C(Cl)=C(Cl)C(Cl)=C(Cl)C=1C([O-])=O)=[C:8]1[C:14]([O:15]2)=[C:13](I)[C:11](=O)[C:10](I)=C1.[Na+].[Na+].C(=O)=O>O>[CH2:8]=[CH:7][C:6]1[CH:16]=[CH:17][CH:18]=[CH:19][CH:5]=1.[C:16]([O:15][CH2:14][CH2:13][CH2:11][CH3:10])(=[O:2])[CH:6]=[CH2:5] |f:0.1,2.3.4,7.8|. Procedure: A process of microencapsulation using a CO2/water emulsification is described hereinbelow. About 4 wt % of a dye such as, for example, Acid Red 94, is incorporated into about 75 wt % of a latex, such as, for example, a styrenelbutylacrylate formed by either emulsion or dispersion polymerization. First, styrene/butyl acrylate monomers are polymerized via emulsion polymerization to form about 100 nm to about 200 nm particles. These particles are then placed on a freeze drier for about 48 hours. Th...